This data is from the Open Reaction Database (ORD), a public repository of structured organic reaction records. The task is: describe an organic reaction: reactants, conditions, products, and yield Reactants: CO, ClC(Cl)Cl, ClCCl, Fc1ccc(Cc2ccsc2)cc1, O=C1CCC(=O)N1I. Product: Fc1ccc(Cc2ccsc2I)cc1. As a reaction SMILES: [CH3:18][OH:19].[Cl:14][CH:15]([Cl:16])[Cl:17].[Cl:28][CH2:29][Cl:30].[F:1][c:2]1[cH:3][cH:4][c:5]([CH2:8][c:9]2[cH:10][s:11][cH:12][cH:13]2)[cH:6][cH:7]1.[I:20][N:21]1[C:22](=[O:23])[CH2:24][CH2:25][C:26]1=[O:27]>>[F:1][c:2]1[cH:3][cH:4][c:5]([CH2:8][c:9]2[c:10]([I:20])[s:11][cH:12][cH:13]2)[cH:6][cH:7]1. Reactants: CCOC(=O)COc1cccc2c1cc(C)n2Cc1ccccc1, C1CCOC1, [Li+], [OH-], O, O. Yields the product Cc1cc2c(OCC(=O)O)cccc2n1Cc1ccccc1. RXN SMILES: [CH2:1]([CH3:2])[O:3][C:4]([CH2:5][O:6][c:7]1[c:8]2[cH:9][c:10]([CH3:23])[n:11]([CH2:16][c:17]3[cH:18][cH:19][cH:20][cH:21][cH:22]3)[c:12]2[cH:13][cH:14][cH:15]1)=[O:24].[CH2:25]1[O:26][CH2:27][CH2:28][CH2:29]1.[Li+:33].[OH-:32].[OH2:30].[OH2:31]>>[O:3]=[C:4]([CH2:5][O:6][c:7]1[c:8]2[cH:9][c:10]([CH3:23])[n:11]([CH2:16][c:17]3[cH:18][cH:19][cH:20][cH:21][cH:22]3)[c:12]2[cH:13][cH:14][cH:15]1)[OH:24].